This data is from the Open Reaction Database (ORD), a public repository of structured organic reaction records. The task is: describe an organic reaction: reactants, conditions, products, and yield Reactants: COc1cc(C(F)(F)F)cc(SC)c1C(=O)NC1CCCC1=O, CNC. The product is COc1cc(C(F)(F)F)cc(SC)c1C(=O)NC1CCCC1N(C)C. Reaction SMILES: [CH3:1][O:2][c:3]1[c:4]([C:5](=[O:6])[NH:7][CH:8]2[C:9](=[O:13])[CH2:10][CH2:11][CH2:12]2)[c:14]([S:22][CH3:23])[cH:15][c:16]([C:18]([F:19])([F:20])[F:21])[cH:17]1.[CH3:24][NH:25][CH3:26]>>[CH3:1][O:2][c:3]1[c:4]([C:5](=[O:6])[NH:7][CH:8]2[CH:9]([N:25]([CH3:24])[CH3:26])[CH2:10][CH2:11][CH2:12]2)[c:14]([S:22][CH3:23])[cH:15][c:16]([C:18]([F:19])([F:20])[F:21])[cH:17]1. Reactants: ClCCCC(=O)C1=CC=2CC3=CC(=CC=C3SC2C=C1)C(CCCCl)=O (2,7-bis(4-chlorobutyryl)thioxanthene), [I-].[K+] (potassium iodide), C(C)NCC (diethylamine). Run in O1CCCC1 (tetrahydrofuran). Reaction conditions: temperature 110 celsius. Product: Cl.Cl.C(C)N(CCCC(=O)C1=CC=2CC3=CC(=CC=C3SC2C=C1)C(CCCN(CC)CC)=O)CC (2,7-Bis[4-(diethylamino)butyryl]thioxanthene dihydrochloride). Reaction SMILES: [Cl:1][CH2:2][CH2:3][CH2:4][C:5]([C:7]1[CH:20]=[CH:19][C:18]2[S:17][C:16]3[C:11](=[CH:12][C:13]([C:21](=[O:26])[CH2:22][CH2:23][CH2:24]Cl)=[CH:14][CH:15]=3)[CH2:10][C:9]=2[CH:8]=1)=[O:6].[I-].[K+].[CH2:29]([NH:31][CH2:32][CH3:33])[CH3:30]>O1CCCC1>[ClH:1].[ClH:1].[CH2:29]([N:31]([CH2:32][CH3:33])[CH2:2][CH2:3][CH2:4][C:5]([C:7]1[CH:20]=[CH:19][C:18]2[S:17][C:16]3[C:11](=[CH:12][C:13]([C:21](=[O:26])[CH2:22][CH2:23][CH2:24][N:31]([CH2:32][CH3:33])[CH2:29][CH3:30])=[CH:14][CH:15]=3)[CH2:10][C:9]=2[CH:8]=1)=[O:6])[CH3:30] |f:1.2,5.6.7|. Reported procedure: A mixture of 32.6 g (0.08 mole) of 2,7-bis(4-chlorobutyryl)thioxanthene, 2 g of potassium iodide, 100 ml of diethylamine and 100 ml of tetrahydrofuran was heated for 24 hours with stirring in a Paar bomb at 110°C. Upon cooling the mixture was evaporated to near dryness. The residue was dissolved in methylene chloride, washed with water then with saturated NaCl solution, dried over magnesium sulfate and filtered. The filtrate was evaporated to near dryness and recrystallized several times from me... The reactants are C(C)(C)(C)OC(C1=C(C(=CC=C1)CC(B1OC2(C3C(C(CC2O1)C3)(C)C)C)NC(=O)C=3C=C1N=CC=NC1=CC3)OC)=O (2-Methoxy-3-[2-[(quinoxaline-6-carbonyl)-amino]-2-(2,9,9-trimethyl-3,5-dioxa-4-bora-tricyclo[6.1.1.02,6]dec-4-yl)-ethyl]-benzoic acid tert-butyl ester), B(Cl)(Cl)Cl (BCl3). Yields the product OB1OC2=C(C=CC=C2CC1NC(=O)C=1C=C2N=CC=NC2=CC1)C(=O)O (2-Hydroxy-3-[(quinoxaline-6-carbonyl)-amino]-3,4-dihydro-2H-1-oxa-2-bora-naphthalene-8-carboxylic acid). RXN SMILES: C([O:5][C:6](=[O:43])[C:7]1[CH:12]=[CH:11][CH:10]=[C:9]([CH2:13][CH:14]([NH:28][C:29]([C:31]2[CH:32]=[C:33]3[C:38](=[CH:39][CH:40]=2)[N:37]=[CH:36][CH:35]=[N:34]3)=[O:30])[B:15]2[O:23]C3C(C)(C4CC(C3)C4(C)C)[O:16]2)[C:8]=1OC)(C)(C)C.B(Cl)(Cl)Cl>>[OH:16][B:15]1[CH:14]([NH:28][C:29]([C:31]2[CH:32]=[C:33]3[C:38](=[CH:39][CH:40]=2)[N:37]=[CH:36][CH:35]=[N:34]3)=[O:30])[CH2:13][C:9]2[C:8](=[C:7]([C:6]([OH:5])=[O:43])[CH:12]=[CH:11][CH:10]=2)[O:23]1. Procedure details: Prepared from 2-Methoxy-3-[2-[(quinoxaline-6-carbonyl)-amino]-2-(2,9,9-trimethyl-3,5-dioxa-4-bora-tricyclo[6.1.1.02,6]dec-4-yl)-ethyl]-benzoic acid tert-butyl ester and BCl3 following the procedure described in Step 2 of Example 3. The crude product was purified by reverse phase preparative HPLC and dried using lyophilization. ESI-MS m/z 364.0 (MH)+. Starting materials: C(C)S(=O)(=O)N1CCC(CC1)C1=CNC2=C(C=C(C=C12)C1=CC(=CC=C1)C=O)C(=O)N (3-[1-(ethylsulfonyl)-4-piperidinyl]-5-(3-formylphenyl)-1H-indole-7-carboxamide), S1C(=CC=C1)C1NCCC1 (2-(2-thienyl)pyrrolidine), [BH-](OC(=O)C)(OC(=O)C)OC(=O)C.[Na+] (NaBH(OAc)3). The product is C(C)S(=O)(=O)N1CCC(CC1)C1=CNC2=C(C=C(C=C12)C1=CC(=CC=C1)CN1C(CCC1)C=1SC=CC1)C(=O)N (3-[1-(ethylsulfonyl)-4-piperidinyl]-5-(3-{[2-(2-thienyl)-1-pyrrolidinyl]methyl}phenyl)-1H-indole-7-carboxamide). Isolated yield 31.0%. Reaction SMILES: [CH2:1]([S:3]([N:6]1[CH2:11][CH2:10][CH:9]([C:12]2[C:20]3[C:15](=[C:16]([C:29]([NH2:31])=[O:30])[CH:17]=[C:18]([C:21]4[CH:26]=[CH:25][CH:24]=[C:23]([CH:27]=O)[CH:22]=4)[CH:19]=3)[NH:14][CH:13]=2)[CH2:8][CH2:7]1)(=[O:5])=[O:4])[CH3:2].[S:32]1[CH:36]=[CH:35][CH:34]=[C:33]1[CH:37]1[CH2:41][CH2:40][CH2:39][NH:38]1.[BH-](OC(C)=O)(OC(C)=O)OC(C)=O.[Na+]>>[CH2:1]([S:3]([N:6]1[CH2:11][CH2:10][CH:9]([C:12]2[C:20]3[C:15](=[C:16]([C:29]([NH2:31])=[O:30])[CH:17]=[C:18]([C:21]4[CH:26]=[CH:25][CH:24]=[C:23]([CH2:27][N:38]5[CH2:39][CH2:40][CH2:41][CH:37]5[C:33]5[S:32][CH:36]=[CH:35][CH:34]=5)[CH:22]=4)[CH:19]=3)[NH:14][CH:13]=2)[CH2:8][CH2:7]1)(=[O:5])=[O:4])[CH3:2] |f:2.3|. Procedure details: Following the general procedure of example 1, 3-[1-(ethylsulfonyl)-4-piperidinyl]-5-(3-formylphenyl)-1H-indole-7-carboxamide (50.0 mg, 0.112 mmol), 2-(2-thienyl)pyrrolidine (132.4 mg, 0.86 mmol) and NaBH(OAc)3 (58.0 mg, 0.303 mmol) were reacted to give the title compound (20.0 mg, 30.4%). Starting materials: CC(=O)OC(=O)C (Ac2O), C[C@@H]1[C@@H](C2=CC=CC=C2C1)N ((cis)-2-methyl-1-aminoindan), [OH-].[K+] (KOH). The solvent is C1(=CC=CC=C1)C (toluene), O (water). Conditions: temperature 90 celsius, time 2 hour. Yields the product C[C@@H]1[C@@H](C2=CC=CC=C2C1)NC(C)=O ((cis)-2-Methyl-N-acetyl-1-aminoindan). RXN SMILES: CC(O[C:5]([CH3:7])=[O:6])=O.[CH3:8][C@H:9]1[CH2:17][C:16]2[C:11](=[CH:12][CH:13]=[CH:14][CH:15]=2)[C@H:10]1[NH2:18].[OH-].[K+]>C1(C)C=CC=CC=1.O>[CH3:8][C@H:9]1[CH2:17][C:16]2[C:11](=[CH:12][CH:13]=[CH:14][CH:15]=2)[C@H:10]1[NH:18][C:5](=[O:6])[CH3:7] |f:2.3|. Procedure details: To a solution of Ac2O (1.45 g, 14.2 mmole) in toluene (12 ml), was added dropwise a solution of (rac), (cis)-2-methyl-1-aminoindan (Ex. 39, 1.85 g, 12.6 mmole). The mixture was heated at 90° C. for 15 min, cooled to 70° C., and a solution of 1.1 g KOH in 8.3 ml water was added. The reaction mixture was stirred at ambient temperature for 2 hrs; the solid was collected by filtration, washed with toluene (10 ml), dried and crystallized from hexane:EtOAc, to give 1.85 g (9.8 mmole, 78%), mp: 146°-7°... The reactants are CC(C(O)(C=1N=CN(C1)C(C1=CC=CC=C1)(C1=CC=CC=C1)C1=CC=CC=C1)C1=CC(=CC=C1)C1=CC=NC=C1)C (2-methyl-1-[3-(4-pyridyl)phenyl]-1-(1-trityl-1H-imidazol-4-yl)-1-propanol), Cl.N1=CC=CC=C1 (pyridine hydrochloride). The product is N1C=NC(=C1)C(C(C)C)(O)C1=CC(=CC=C1)C1=CC=NC=C1 (1-(1H-imidazol-4-yl)-2-methyl-1-[3-(4-pyridyl)phenyl]-1-propanol). The yield is 80.6%. RXN SMILES: [CH3:1][CH:2]([CH3:41])[C:3]([C:29]1[CH:34]=[CH:33][CH:32]=[C:31]([C:35]2[CH:40]=[CH:39][N:38]=[CH:37][CH:36]=2)[CH:30]=1)([C:5]1[N:6]=[CH:7][N:8](C(C2C=CC=CC=2)(C2C=CC=CC=2)C2C=CC=CC=2)[CH:9]=1)[OH:4].Cl.N1C=CC=CC=1>>[NH:8]1[CH:9]=[C:5]([C:3]([C:29]2[CH:34]=[CH:33][CH:32]=[C:31]([C:35]3[CH:36]=[CH:37][N:38]=[CH:39][CH:40]=3)[CH:30]=2)([OH:4])[CH:2]([CH3:41])[CH3:1])[N:6]=[CH:7]1 |f:1.2|. Procedure details: By the reaction in the same manner as in Example 4-(iii) using 2-methyl-1-[3-(4-pyridyl)phenyl]-1-(1-trityl-1H-imidazol-4-yl)-1-propanol (1.08 g) and pyridine hydrochloride (419 mg), the colorless amorphous title compound (477 mg) was obtained. The reactants are CO, COc1cc2c(cc1OC)C(C#N)C2, N. Product: COc1cc2c(cc1OC)C(CN)C2. Reaction SMILES: [CH3:16][OH:17].[CH3:1][O:2][c:3]1[cH:4][c:5]2[c:6]([cH:11][c:12]1[O:13][CH3:14])[CH:7]([C:9]#[N:10])[CH2:8]2.[NH3:15]>>[CH3:1][O:2][c:3]1[cH:4][c:5]2[c:6]([cH:11][c:12]1[O:13][CH3:14])[CH:7]([CH2:9][NH2:10])[CH2:8]2. The reactants are CO, Cl, O=C(O)Cc1ccccc1F. The product is COC(=O)Cc1ccccc1F. Reaction SMILES: [CH3:13][OH:14].[ClH:12].[F:1][c:2]1[c:3]([CH2:8][C:9](=[O:10])[OH:11])[cH:4][cH:5][cH:6][cH:7]1>>[F:1][c:2]1[c:3]([CH2:8][C:9](=[O:10])[O:11][CH3:13])[cH:4][cH:5][cH:6][cH:7]1. Starting materials: C(C)(C)N(C(C)C)CC (N,N-diisopropylethylamine), ClC(=O)OCCl (chloromethyl chloroformate), C(C(C)C)NC(C)C (N-isobutylisopropylamine), Cl (hydrochloric acid). Solvent: C1(=CC=CC=C1)C (Toluene). Conditions: time 16 hour. Product: C(C(C)C)N(C(OCCl)=O)C(C)C (chloromethyl N-isobutyl-N-isopropylcarbamate). As a reaction SMILES: C(N(CC)C(C)C)(C)C.Cl[C:11]([O:13][CH2:14][Cl:15])=[O:12].[CH2:16]([NH:20][CH:21]([CH3:23])[CH3:22])[CH:17]([CH3:19])[CH3:18].Cl>C1(C)C=CC=CC=1>[CH2:16]([N:20]([CH:21]([CH3:23])[CH3:22])[C:11](=[O:12])[O:13][CH2:14][Cl:15])[CH:17]([CH3:19])[CH3:18]. Reported procedure: Toluene (9 ml), 1.42 ml of N,N-diisopropylethylamine, and 0.56 ml of chloromethyl chloroformate were added in that order to 870 mg of N-isobutylisopropylamine, and the mixture was stirred at room temperature for 16 hr. 1 N hydrochloric acid (15 ml) was added thereto, followed by separation. The organic layer was washed with 15 ml of a 5% aqueous sodium hydrogencarbonate solution and 15 ml of 20% brine, was dried over anhydrous magnesium sulfate, and was filtered. The solvent was removed by disti... Starting materials: O=C(Nc1cccc(F)c1)c1ccc(-c2n[nH]c3ccc([N+](=O)[O-])cc23)[nH]1, O=C(Cl)c1ccc(F)cc1F, Cl[Sn](Cl)(Cl)Cl, c1ccccc1. Yields the product O=C(Nc1cccc(F)c1)c1ccc(C(=O)c2ccc(F)cc2F)[nH]1. As a reaction SMILES: [F:1][c:2]1[cH:3][c:4]([NH:8][C:9](=[O:10])[c:11]2[nH:12][c:13](-[c:16]3[c:17]4[c:18]([cH:19][cH:20][c:21]([N+:22]([O-:23])=[O:24])[cH:25]4)[nH:26][n:27]3)[cH:14][cH:15]2)[cH:5][cH:6][cH:7]1.[F:28][c:29]1[c:30]([C:31](=[O:32])[Cl:33])[cH:34][cH:35][c:36]([F:38])[cH:37]1.[Sn:39]([Cl:40])([Cl:41])([Cl:42])[Cl:43].[cH:44]1[cH:45][cH:46][cH:47][cH:48][cH:49]1>>[F:1][c:2]1[cH:3][c:4]([NH:8][C:9](=[O:10])[c:11]2[nH:12][c:13]([C:31]([c:30]3[c:29]([F:28])[cH:37][c:36]([F:38])[cH:35][cH:34]3)=[O:32])[cH:14][cH:15]2)[cH:5][cH:6][cH:7]1.